The task is: describe an organic reaction: reactants, conditions, products, and yield. This data is from the Open Reaction Database (ORD), a public repository of structured organic reaction records. The reactants are ClCCl, O=C(O)C(F)(F)F, CC(C)(C)OC(=O)N1CCCC(C(=O)N2CCCCC2C(=O)NC(CCCc2ccccc2)CCCc2ccccc2)C1. Product: O=C(NC(CCCc1ccccc1)CCCc1ccccc1)C1CCCCN1C(=O)C1CCCNC1. Reaction SMILES: [CH2:51]([Cl:52])[Cl:53].[OH:44][C:45]([C:46]([F:47])([F:48])[F:49])=[O:50].[c:1]1([CH2:7][CH2:8][CH2:9][CH:10]([CH2:11][CH2:12][CH2:13][c:14]2[cH:15][cH:16][cH:17][cH:18][cH:19]2)[NH:20][C:21](=[O:22])[CH:23]2[N:24]([C:29](=[O:30])[CH:31]3[CH2:32][N:33]([C:37]([O:38][C:39]([CH3:40])([CH3:41])[CH3:42])=[O:43])[CH2:34][CH2:35][CH2:36]3)[CH2:25][CH2:26][CH2:27][CH2:28]2)[cH:2][cH:3][cH:4][cH:5][cH:6]1>>[c:1]1([CH2:7][CH2:8][CH2:9][CH:10]([CH2:11][CH2:12][CH2:13][c:14]2[cH:15][cH:16][cH:17][cH:18][cH:19]2)[NH:20][C:21](=[O:22])[CH:23]2[N:24]([C:29](=[O:30])[CH:31]3[CH2:32][NH:33][CH2:34][CH2:35][CH2:36]3)[CH2:25][CH2:26][CH2:27][CH2:28]2)[cH:2][cH:3][cH:4][cH:5][cH:6]1. Reactants: CC(=O)NCCCC(c1ccc(F)c(-c2cccc(C)c2)c1)C1CCCN(C(=O)OC(C)(C)C)C1, ClCCl, O=C(O)C(F)(F)F, [Na+], O=C([O-])O. Yields the product CC(=O)NCCCC(c1ccc(F)c(-c2cccc(C)c2)c1)C1CCCNC1. As a reaction SMILES: [C:1]([CH3:2])(=[O:3])[NH:4][CH2:5][CH2:6][CH2:7][CH:8]([c:9]1[cH:10][c:11](-[c:16]2[cH:17][c:18]([CH3:22])[cH:19][cH:20][cH:21]2)[c:12]([F:15])[cH:13][cH:14]1)[CH:23]1[CH2:24][N:25]([C:29]([O:30][C:31]([CH3:32])([CH3:33])[CH3:34])=[O:35])[CH2:26][CH2:27][CH2:28]1.[Cl:48][CH2:49][Cl:50].[F:41][C:42]([F:43])([F:44])[C:45]([OH:46])=[O:47].[Na+:40].[O-:36][C:37]([OH:38])=[O:39]>>[C:1]([CH3:2])(=[O:3])[NH:4][CH2:5][CH2:6][CH2:7][CH:8]([c:9]1[cH:10][c:11](-[c:16]2[cH:17][c:18]([CH3:22])[cH:19][cH:20][cH:21]2)[c:12]([F:15])[cH:13][cH:14]1)[CH:23]1[CH2:24][NH:25][CH2:26][CH2:27][CH2:28]1. The reactants are C(C1=CC=CC=C1)(=O)NC(C(C(=O)OCC)O)C1=CC=CC=C1 (β-(Benzoylamino)-α-hydroxybenzenepropanoic acid, ethyl ester), C1(=CC=CC=C1)C (toluene). Product: C(C1=CC=CC=C1)(=O)N1C(O[C@H]([C@@H]1C1=CC=CC=C1)C(=O)OCC)(C)C ((4S-trans)-3-Benzoyl-2,2-dimethyl-4-phenyl-5-oxazolidinecarboxylic acid, ethyl ester). Isolated yield 93.0%. Reaction SMILES: [C:1]([NH:9][CH:10]([C:18]1[CH:23]=[CH:22][CH:21]=[CH:20][CH:19]=1)[CH:11]([OH:17])[C:12]([O:14][CH2:15][CH3:16])=[O:13])(=[O:8])[C:2]1[CH:7]=[CH:6][CH:5]=[CH:4][CH:3]=1.[C:24]1(C)[CH:29]=CC=C[CH:25]=1>>[C:1]([N:9]1[C@@H:10]([C:18]2[CH:19]=[CH:20][CH:21]=[CH:22][CH:23]=2)[C@H:11]([C:12]([O:14][CH2:15][CH3:16])=[O:13])[O:17][C:24]1([CH3:29])[CH3:25])(=[O:8])[C:2]1[CH:3]=[CH:4][CH:5]=[CH:6][CH:7]=1. Procedure: [R-(R*,S*)]-β-(Benzoylamino)-α-hydroxybenzenepropanoic acid, ethyl ester (2.200 mg) was suspended in toluene (250 ml) and the flask equipped with a Dean-Stark trap. After heating to reflux, the compound dissolved. 40 ml of toluene were distilled off, PPTS (120 mg) and 2-methoxypropene (3.5 ml) were added, and distillation was continued. Further additions of 2-methoxypropene (2 ml, and then 1 ml) and toluene (50 ml, and then another 50 ml) were made, and the distillate periodically discarded. Pur... Reactants: C=C(C)c1cc(Br)c2ccccc2n1, C1CCOC1, [Li]CCCC, COC(=O)c1ccc(C=O)cc1. Yields the product C=C(C)c1cc(C(O)c2ccc(C(=O)OC)cc2)c2ccccc2n1. Reaction SMILES: [Br:6][c:7]1[cH:8][c:9]([C:17](=[CH2:18])[CH3:19])[n:10][c:11]2[cH:12][cH:13][cH:14][cH:15][c:16]12.[CH2:32]1[O:33][CH2:34][CH2:35][CH2:36]1.[CH3:1][CH2:2][CH2:3][CH2:4][Li:5].[CH:20](=[O:21])[c:22]1[cH:23][cH:24][c:25]([C:26](=[O:27])[O:28][CH3:29])[cH:30][cH:31]1>>[c:7]1([CH:20]([OH:21])[c:22]2[cH:23][cH:24][c:25]([C:26](=[O:27])[O:28][CH3:29])[cH:30][cH:31]2)[cH:8][c:9]([C:17](=[CH2:18])[CH3:19])[n:10][c:11]2[cH:12][cH:13][cH:14][cH:15][c:16]12. Solvent: C(C)(=O)OCC (ethyl acetate). Reported procedure: A mixture of 1-(4,4-dimethylcyclohex-1-enyl)-2-nitrobenzene (16.3 g, 70.5 mmol) prepared in Example (3a), 10% palladium on carbon (1 g, wet) and ethyl acetate (100 mL) was stirred for 14 hours and 30 minutes under a hydrogen atmosphere at atmospheric pressure and room temperature. Yields the product CC1(CCC(CC1)C1=C(C=CC=C1)N)C (2-(4,4-Dimethylcyclohexyl)phenylamine). RXN SMILES: [CH3:1][C:2]1([CH3:17])[CH2:7][CH2:6][C:5]([C:8]2[CH:13]=[CH:12][CH:11]=[CH:10][C:9]=2[N+:14]([O-])=O)=[CH:4][CH2:3]1>[Pd].C(OCC)(=O)C>[CH3:1][C:2]1([CH3:17])[CH2:7][CH2:6][CH:5]([C:8]2[CH:13]=[CH:12][CH:11]=[CH:10][C:9]=2[NH2:14])[CH2:4][CH2:3]1. The reactants are CC1(CC=C(CC1)C1=C(C=CC=C1)[N+](=O)[O-])C (1-(4,4-dimethylcyclohex-1-enyl)-2-nitrobenzene). The reagents and catalysts are [Pd] (palladium on carbon). Conditions: time 30 minute. Reactants: CN(C)c1ccc2ccnc(N3CCN(Cc4ccccc4)CC3)c2c1, CCO, [H][H]. Product: CN(C)c1ccc2ccnc(N3CCNCC3)c2c1. As a reaction SMILES: [CH2:1]([c:2]1[cH:3][cH:4][cH:5][cH:6][cH:7]1)[N:8]1[CH2:9][CH2:10][N:11]([c:14]2[n:15][cH:16][cH:17][c:18]3[cH:19][cH:20][c:21]([N:24]([CH3:25])[CH3:26])[cH:22][c:23]23)[CH2:12][CH2:13]1.[CH3:27][CH2:28][OH:29].[H:30][H:31]>>[NH:8]1[CH2:9][CH2:10][N:11]([c:14]2[n:15][cH:16][cH:17][c:18]3[cH:19][cH:20][c:21]([N:24]([CH3:25])[CH3:26])[cH:22][c:23]23)[CH2:12][CH2:13]1.